Dataset: the Open Reaction Database (ORD), a public repository of structured organic reaction records. Task: describe an organic reaction: reactants, conditions, products, and yield Reactants: FC(C1=C(C=CC=C1)O)(F)F (2-trifluoromethyl-phenol), C([O-])([O-])=O.[Cs+].[Cs+] (cesium carbonate), C(C)(C)(C)OC(=O)N1CCC(CC1)OS(=O)(=O)C (4-methanesulfonyloxy-piperidine-1-carboxylic acid tert-butyl ester). Solvent: O (water), CN(C)C=O (DMF). Reaction conditions: temperature 60 celsius. The product is C(C)(C)(C)OC(=O)N1CCC(CC1)OC1=C(C=CC=C1)C(F)(F)F (4-(2-trifluoromethyl-phenoxy)-piperidine-1-carboxylic acid tert-butyl ester). Yield: 33.8%. Reaction SMILES: [F:1][C:2]([F:11])([F:10])[C:3]1[CH:8]=[CH:7][CH:6]=[CH:5][C:4]=1[OH:9].C(=O)([O-])[O-].[Cs+].[Cs+].[C:18]([O:22][C:23]([N:25]1[CH2:30][CH2:29][CH:28](OS(C)(=O)=O)[CH2:27][CH2:26]1)=[O:24])([CH3:21])([CH3:20])[CH3:19]>CN(C=O)C.O>[C:18]([O:22][C:23]([N:25]1[CH2:30][CH2:29][CH:28]([O:9][C:4]2[CH:5]=[CH:6][CH:7]=[CH:8][C:3]=2[C:2]([F:10])([F:11])[F:1])[CH2:27][CH2:26]1)=[O:24])([CH3:21])([CH3:19])[CH3:20] |f:1.2.3|. Reported procedure: To a stirred solution of 2-trifluoromethyl-phenol (1 g, 0.00617 mole) in DMF (10 mL) was added cesium carbonate (4.01 g, 0.0123 mole), followed by 4-methanesulfonyloxy-piperidine-1-carboxylic acid tert-butyl ester (1.72 g, 0.00616 mole). The reaction mixture was heated at 60° C. overnight. The mixture was then diluted with water and the product was extracted with ethyl acetate. The ethyl acetate layer was washed with brine solution, dried over sodium sulfate, and concentrated under reduced press... The reactants are O=C(CBr)OCc1ccccc1, COCCNCCOC, ClCCl. The product is COCCN(CCOC)CC(=O)OCc1ccccc1. RXN SMILES: [Br:1][CH2:2][C:3](=[O:4])[O:5][CH2:6][c:7]1[cH:8][cH:9][cH:10][cH:11][cH:12]1.[CH3:13][O:14][CH2:15][CH2:16][NH:17][CH2:18][CH2:19][O:20][CH3:21].[Cl:22][CH2:23][Cl:24]>>[CH2:2]([C:3](=[O:4])[O:5][CH2:6][c:7]1[cH:8][cH:9][cH:10][cH:11][cH:12]1)[N:17]([CH2:16][CH2:15][O:14][CH3:13])[CH2:18][CH2:19][O:20][CH3:21].